This data is from the Open Reaction Database (ORD), a public repository of structured organic reaction records. The task is: describe an organic reaction: reactants, conditions, products, and yield Starting materials: CCOC(C)=O, O=C(OC(=O)C(F)(F)F)C(F)(F)F, CCCc1c(Cc2ccc(-c3ccccc3-c3noc(=O)[nH]3)cc2)c(=O)n(C2CCC(C(N)=O)CC2)c2ncnn12, C1CCOC1, c1ccncc1. Product: CCCc1c(Cc2ccc(-c3ccccc3-c3noc(=O)[nH]3)cc2)c(=O)n(C2CCC(C#N)CC2)c2ncnn12. As a reaction SMILES: [CH3:66][CH2:67][O:68][C:69](=[O:70])[CH3:71].[F:48][C:49]([F:50])([F:51])[C:52]([O:53][C:54](=[O:55])[C:56]([F:57])([F:58])[F:59])=[O:60].[O:1]=[c:2]1[n:3]([CH:33]2[CH2:34][CH2:35][CH:36]([C:39](=[O:40])[NH2:41])[CH2:37][CH2:38]2)[c:4]2[n:5]([c:6]([CH2:27][CH2:28][CH3:29])[c:7]1[CH2:8][c:9]1[cH:10][cH:11][c:12](-[c:15]3[c:16](-[c:21]4[n:22][o:23][c:24](=[O:26])[nH:25]4)[cH:17][cH:18][cH:19][cH:20]3)[cH:13][cH:14]1)[n:30][cH:31][n:32]2.[O:61]1[CH2:62][CH2:63][CH2:64][CH2:65]1.[cH:42]1[cH:43][cH:44][n:45][cH:46][cH:47]1>>[O:1]=[c:2]1[n:3]([CH:33]2[CH2:34][CH2:35][CH:36]([C:39]#[N:41])[CH2:37][CH2:38]2)[c:4]2[n:5]([c:6]([CH2:27][CH2:28][CH3:29])[c:7]1[CH2:8][c:9]1[cH:10][cH:11][c:12](-[c:15]3[c:16](-[c:21]4[n:22][o:23][c:24](=[O:26])[nH:25]4)[cH:17][cH:18][cH:19][cH:20]3)[cH:13][cH:14]1)[n:30][cH:31][n:32]2. Starting materials: OCc1ccc(-c2ccc(C(F)(F)F)cc2)nc1C1CC1, ClCCl, O=S(Cl)Cl. The product is FC(F)(F)c1ccc(-c2ccc(CCl)c(C3CC3)n2)cc1. Reaction SMILES: [CH:1]1([c:4]2[n:5][c:6](-[c:12]3[cH:13][cH:14][c:15]([C:18]([F:19])([F:20])[F:21])[cH:16][cH:17]3)[cH:7][cH:8][c:9]2[CH2:10][OH:11])[CH2:2][CH2:3]1.[Cl:26][CH2:27][Cl:28].[S:22]([Cl:23])([Cl:24])=[O:25]>>[CH:1]1([c:4]2[n:5][c:6](-[c:12]3[cH:13][cH:14][c:15]([C:18]([F:19])([F:20])[F:21])[cH:16][cH:17]3)[cH:7][cH:8][c:9]2[CH2:10][Cl:24])[CH2:2][CH2:3]1. Starting materials: C(C1=CC=CC=C1)OC=1C=2CN(CCN(CCN(CC(=CC1)N2)CC(=O)O)CC(=O)O)CC(=O)O ((12-benzyloxy-6,9-bis(carboxymethyl)-3,6,9,15-tetraazabicyclo[9.3.1]pentadeca-1(14),11(15),12-trien-3-yl)acetic acid). Solvent: Cl (HCl). The product is C(=O)(O)CN1CCN(CC2=CC=C(C(CN(CC1)CC(=O)O)=N2)O)CC(=O)O ((6,9-Bis(carboxymethyl)-12-hydroxy-3,6,9,15-tetraazabicyclo[9.3.1]pentadeca-1(14),11(15),12-trien-3-yl)acetic acid). As a reaction SMILES: C([O:8][C:9]1[C:10]2[CH2:11][N:12]([CH2:32][C:33]([OH:35])=[O:34])[CH2:13][CH2:14][N:15]([CH2:28][C:29]([OH:31])=[O:30])[CH2:16][CH2:17][N:18]([CH2:24][C:25]([OH:27])=[O:26])[CH2:19][C:20]([N:23]=2)=[CH:21][CH:22]=1)C1C=CC=CC=1>Cl>[C:29]([CH2:28][N:15]1[CH2:14][CH2:13][N:12]([CH2:32][C:33]([OH:35])=[O:34])[CH2:11][C:10]2=[N:23][C:20](=[CH:21][CH:22]=[C:9]2[OH:8])[CH2:19][N:18]([CH2:24][C:25]([OH:27])=[O:26])[CH2:17][CH2:16]1)([OH:31])=[O:30]. Reported procedure: 8 g (0.0170 mol) of (12-benzyloxy-6,9-bis(carboxymethyl)-3,6,9,15-tetraazabicyclo[9.3.1]pentadeca-1(14),11(15),12-trien-3-yl)acetic acid are added to 100 ml of 10N HCl. The mixture is left to react overnight at 40° C. It is concentrated. The product is crystallized from acetone. w=6 g. Starting materials: N1=C(C=CC=C1)S(=O)(=O)N=C=O (2-pyridinesulfonylisocyanate), NC1=NC(=CC(=N1)OC)C (2-amino-4-methoxy-6-methylpyrimidine), [OH-].[Na+] (NaOH). As a reaction SMILES: [NH2:1][C:2]1[N:7]=[C:6]([O:8][CH3:9])[CH:5]=[C:4]([CH3:10])[N:3]=1.[N:11]1[CH:16]=[CH:15][CH:14]=[CH:13][C:12]=1[S:17]([N:20]=[C:21]=[O:22])(=[O:19])=[O:18].[OH-].[Na+]>C(#N)C.O>[CH3:9][O:8][C:6]1[CH:5]=[C:4]([CH3:10])[N:3]=[C:2]([NH:1][C:21]([NH:20][S:17]([C:12]2[CH:13]=[CH:14][CH:15]=[CH:16][N:11]=2)(=[O:18])=[O:19])=[O:22])[N:7]=1 |f:2.3|. Reported procedure: To a stirred suspension of 1.4 g of 2-amino-4-methoxy-6-methylpyrimidine in 20 ml of dry acetonitrile at room temperature is added 2.2 g of 2-pyridinesulfonylisocyanate. The mixture is stirred for several hours and filtered. Evaporation of the filtrate yields a solid residue which is stirred in approximately 30 ml of water while adjusting the pH of this mixture to 11 by the addition of 10% NaOH. This solution is filtered, the filtrate pH adjusted to pH 7 by adding 10% hydrochloric acid and the r... Solvent: O (water), C(C)#N (acetonitrile). The product is COC1=NC(=NC(=C1)C)NC(=O)NS(=O)(=O)C1=NC=CC=C1 (N-[(4-Methoxy-6-methylpyrimidin-2-yl)aminocarbonyl]-2-pyridinesulfonamide). Starting materials: ClCCl, CC(C)Oc1ccc(-c2nc(-c3cccc4c(CCC(=O)OC(C)(C)C)c[nH]c34)no2)cc1Cl, O=C(O)C(F)(F)F. Product: CC(C)Oc1ccc(-c2nc(-c3cccc4c(CCC(=O)O)c[nH]c34)no2)cc1Cl. As a reaction SMILES: [Cl:42][CH2:43][Cl:44].[Cl:8][c:9]1[cH:10][c:11](-[c:19]2[n:20][c:21](-[c:24]3[cH:25][cH:26][cH:27][c:28]4[c:29]([CH2:33][CH2:34][C:35](=[O:36])[O:37][C:38]([CH3:39])([CH3:40])[CH3:41])[cH:30][nH:31][c:32]34)[n:22][o:23]2)[cH:12][cH:13][c:14]1[O:15][CH:16]([CH3:17])[CH3:18].[OH:1][C:2]([C:3]([F:4])([F:5])[F:6])=[O:7]>>[Cl:8][c:9]1[cH:10][c:11](-[c:19]2[n:20][c:21](-[c:24]3[cH:25][cH:26][cH:27][c:28]4[c:29]([CH2:33][CH2:34][C:35](=[O:36])[OH:37])[cH:30][nH:31][c:32]34)[n:22][o:23]2)[cH:12][cH:13][c:14]1[O:15][CH:16]([CH3:17])[CH3:18]. As a reaction SMILES: [Cl:1][C:2]1[CH:7]=[CH:6][C:5]([CH:8]2[N:12]([C:13]3[CH:18]=[CH:17][CH:16]=[CH:15][N:14]=3)[N:11]=[C:10]([C:19]3[S:20][CH:21]=[CH:22][C:23]=3[Cl:24])[CH2:9]2)=[CH:4][CH:3]=1.N(C1C=CC=CN=1)N>>[Cl:1][C:2]1[CH:7]=[CH:6][C:5]([C:8]2[N:12]([C:13]3[CH:18]=[CH:17][CH:16]=[CH:15][N:14]=3)[N:11]=[C:10]([C:19]3[S:20][CH:21]=[CH:22][C:23]=3[Cl:24])[CH:9]=2)=[CH:4][CH:3]=1. Product: ClC1=CC=C(C=C1)C1=CC(=NN1C1=NC=CC=C1)C=1SC=CC1Cl (5-(4-Chloro-phenyl)-3-(3-chloro-thiophen-2-yl)-1-(pyridin-2-yl)-1H-pyrazole). Starting materials: ClC1=CC=C(C=C1)C1CC(=NN1C1=NC=CC=C1)C=1SC=CC1Cl (5-(4-Chloro-phenyl)-3-(3-chloro-thiophen-2-yl)-1-(pyridin-2-yl)-4,5-dihydro-1H-pyrazole), 3-(4-chloro-phenyl)-1-(3-chloro-thiophen-2-yl)-propenone, N(N)C1=NC=CC=C1 (2-hydrazinopyridine), Example 105a. Procedure: 5-(4-Chloro-phenyl)-3-(3-chloro-thiophen-2-yl)-1-(pyridin-2-yl)-4,5-dihydro-1H-pyrazole: The title compound was prepared from 3-(4-chloro-phenyl)-1-(3-chloro-thiophen-2-yl)-propenone and 2-hydrazinopyridine by a procedure similar to that of Example 105a as a yellowish oil (141 mg, 73.8%). 1H NMR (CDCl3): 8.04 (m, 1H), 7.59 (t, 1H), 7.46 (d, J=9.0 Hz, 1H), 7.27 (m, 6H), 6.92 (d, J=5.4 Hz, 1H), 6.68 (t, 1H), 4.01 (t, 1H), 3.41 (m, 1H). Starting materials: CSC1=CC=C(N=CC2=CC(=C(C(=C2)OC)OC)OC)C=C1 (4-Methylthio-N-(3,4,5-trimethoxybenzylidene)aniline), [BH4-].[Na+] (NaBH4), CC1=CC=C(NCC2=CC(=C(C(=C2)OC)OC)OC)C=C1 (4-Methyl-N-(3,4,5-trimethoxybenzyl)aniline). Yields the product CSC1=CC=C(NCC2=CC(=C(C(=C2)OC)OC)OC)C=C1 (4-Methylthio-N-(3,4,5-trimethoxybenzyl)aniline). The yield is 94.8%. RXN SMILES: [CH3:1][S:2][C:3]1[CH:22]=[CH:21][C:6]([N:7]=[CH:8][C:9]2[CH:14]=[C:13]([O:15][CH3:16])[C:12]([O:17][CH3:18])=[C:11]([O:19][CH3:20])[CH:10]=2)=[CH:5][CH:4]=1.[BH4-].[Na+].CC1C=CC(NCC2C=C(OC)C(OC)=C(OC)C=2)=CC=1>>[CH3:1][S:2][C:3]1[CH:4]=[CH:5][C:6]([NH:7][CH2:8][C:9]2[CH:14]=[C:13]([O:15][CH3:16])[C:12]([O:17][CH3:18])=[C:11]([O:19][CH3:20])[CH:10]=2)=[CH:21][CH:22]=1 |f:1.2|. Reported procedure: From 108e (11.0 g, 35.0 mmol) and NaBH4 (6.6 g, 175 mmol), a similar procedure as described in 109a gave 109e (10.6 g, 94.9%) as an oil: 1H NMR (200 MHz, DMSO-d6) δ7.07 (d, J=8 Hz, 2H), 6.67 (s, 2H), 6.57 (d, J=8 Hz, 2H), 6.23 (t, J=6 Hz, 1H), 4.10, (d, J=6 Hz, 2H), 3.73 (s, 6H), 3.62 (s, 3H), 2.31 (s, 3H). EIMS m/e 319 (M+, 69). Yields the product CCCCN(C)S(=O)(=O)CCCCCCCCCCBr. The reactants are O=S(=O)(Cl)CCCCCCCCCCBr, CCCCNC, ClCCl, O. RXN SMILES: [Br:7][CH2:8][CH2:9][CH2:10][CH2:11][CH2:12][CH2:13][CH2:14][CH2:15][CH2:16][CH2:17][S:18](=[O:19])(=[O:20])[Cl:21].[CH2:1]([CH2:2][CH2:3][CH3:4])[NH:5][CH3:6].[Cl:23][CH2:24][Cl:25].[OH2:22]>>[CH2:1]([CH2:2][CH2:3][CH3:4])[N:5]([CH3:6])[S:18]([CH2:17][CH2:16][CH2:15][CH2:14][CH2:13][CH2:12][CH2:11][CH2:10][CH2:9][CH2:8][Br:7])(=[O:19])=[O:20].